describe an organic reaction: reactants, conditions, products, and yield From a dataset of the Open Reaction Database (ORD), a public repository of structured organic reaction records. The reactants are CC(C(=O)OC(C)(C)C)(C)OC1=C(C=C(C=C1)CCC(C=1SC(=CC1)C1=CC=C(C=C1)C(F)(F)F)=O)C (tert-butyl 2-methyl-2-(2-methyl-4-(3-oxo-3-(5-(4-(trifluoromethyl)phenyl)thien-2-yl)propyl)phenoxy)propanoate), FC(C(=O)O)(F)F (trifluoroacetic acid). Conditions: time 25 hour. The product is CC(C(=O)O)(C)OC1=C(C=C(C=C1)CCC(C=1SC(=CC1)C1=CC=C(C=C1)C(F)(F)F)=O)C (2-Methyl-2-(2-methyl-4-(3-oxo-3-(5-(4-(trifluoromethyl)phenyl)thien-2-yl)-propyl)phenoxy)propanoic acid). As a reaction SMILES: [CH3:1][C:2]([O:11][C:12]1[CH:17]=[CH:16][C:15]([CH2:18][CH2:19][C:20](=[O:36])[C:21]2[S:22][C:23]([C:26]3[CH:31]=[CH:30][C:29]([C:32]([F:35])([F:34])[F:33])=[CH:28][CH:27]=3)=[CH:24][CH:25]=2)=[CH:14][C:13]=1[CH3:37])([CH3:10])[C:3]([O:5]C(C)(C)C)=[O:4].FC(F)(F)C(O)=O>>[CH3:10][C:2]([O:11][C:12]1[CH:17]=[CH:16][C:15]([CH2:18][CH2:19][C:20](=[O:36])[C:21]2[S:22][C:23]([C:26]3[CH:27]=[CH:28][C:29]([C:32]([F:35])([F:34])[F:33])=[CH:30][CH:31]=3)=[CH:24][CH:25]=2)=[CH:14][C:13]=1[CH3:37])([CH3:1])[C:3]([OH:5])=[O:4]. Procedure: 2-Methyl-2-(2-methyl-4-(3-oxo-3-(5-(4-(trifluoromethyl)phenyl)thien-2-yl)-propyl)phenoxy)propanoic acid is prepared from tert-butyl 2-methyl-2-(2-methyl-4-(3-oxo-3-(5-(4-(trifluoromethyl)phenyl)thien-2-yl)propyl)phenoxy)propanoate according to general procedure E using 10 equivalents of trifluoroacetic acid. After stirring for 25 hours at room temperature, the reaction mixture is washed with water and then the dichloromethane is removed by evaporation under reduced pressure. The evaporation resi... Reactants: C(=O)OC(C1=CC=CC=C1)Cl (chlorobenzyl formate), C(CC(O)(C(=O)O)CC(=O)O)(=O)O (citric acid), Grignard reagent, COC1=CC=NC=C1 (4-methoxypyridine), [Mg] (magnesium), II (iodine), Grignard reagent, BrC1=C(C=CC=C1)C (2-bromotoluene). The solvent is O1CCCC1 (tetrahydrofuran), O1CCCC1 (tetrahydrofuran), O1CCCC1 (tetrahydrofuran), O1CCCC1 (tetrahydrofuran). Reaction conditions: temperature -40 celsius, time 3 hour. Yields the product C(C1=CC=CC=C1)OC(=O)N1C(CC(C=C1)=O)C1=C(C=CC=C1)C (1-benzyloxycarbonyl-2-(2-methylphenyl)-4-oxo-3,4-dihydro-2H-pyridine). Isolated yield 69.3%. As a reaction SMILES: [Mg].II.Br[C:5]1[CH:10]=[CH:9][CH:8]=[CH:7][C:6]=1[CH3:11].C[O:13][C:14]1[CH:19]=[CH:18][N:17]=[CH:16][CH:15]=1.[CH:20]([O:22][CH:23](Cl)[C:24]1[CH:29]=[CH:28][CH:27]=[CH:26][CH:25]=1)=[O:21].C(O)(=O)CC(CC(O)=O)(C(O)=O)O>O1CCCC1>[CH2:23]([O:22][C:20]([N:17]1[CH:18]=[CH:19][C:14](=[O:13])[CH2:15][CH:16]1[C:5]1[CH:10]=[CH:9][CH:8]=[CH:7][C:6]=1[CH3:11])=[O:21])[C:24]1[CH:29]=[CH:28][CH:27]=[CH:26][CH:25]=1. Procedure details: To 20 ml of tetrahydrofuran were added 1.34 g of magnesium and trace of iodine, and added dropwise thereto was a solution of 9.50 g of 2-bromotoluene in 45 ml of tetrahydrofuran, to prepare Grignard reagent. To the Grignard reagent was added dropwise a solution of 5.46 g of 4-methoxypyridine in 20 ml of tetrahydrofuran under nitrogen atmosphere at −60° C. or below. Subsequently, a solution of 10.24 g of chlorobenzyl formate in 50 ml of tetrahydrofuran was added dropwise thereto at −40° C. and th...